From a dataset of the Open Reaction Database (ORD), a public repository of structured organic reaction records. describe an organic reaction: reactants, conditions, products, and yield The reactants are [H][H] (hydrogen), C(C1=CC=CC=C1)[C@@H]([C@H](C[C@H](CC1=CC=C(C=C1)C1=NC=CC=C1)NC([C@@H](NC(=O)OC)C(C)(C)C)=O)O)NC([C@@H](NC(=O)OCC1=CC=CC=C1)CC(C)C)=O (N1-[(1S,2S,4S)-1-benzyl-2-hydroxy-4-{[N-(methoxycarbonyl)-3-methyl-L-valyl]amino}-5-(4-pyridin-2-ylphenyl)pentyl]-N2-[(benzyloxy)carbonyl]-L-leucinamide), Cl (HCl). The reagents and catalysts are [Pd] (Pd/C). Solvent: C(C)(=O)OCC (ethyl acetate), CO (methanol), O1CCOCC1 (dioxane). Product: C(C1=CC=CC=C1)[C@@H]([C@H](C[C@H](CC1=CC=C(C=C1)C1=NC=CC=C1)NC([C@@H](NC(=O)OC)C(C)(C)C)=O)O)NC([C@@H](N)CC(C)C)=O (N1-[(1S,2S,4S)-1-benzyl-2-hydroxy-4-{[N-(methoxycarbonyl)-3-methyl-L-valyl]amino}-5-(4-pyridin-2-ylphenyl)pentyl]-L-leucinamide). The yield is 100.2%. RXN SMILES: [CH2:1]([C@H:8]([NH:39][C:40](=[O:57])[C@H:41]([CH2:53][CH:54]([CH3:56])[CH3:55])[NH:42]C(OCC1C=CC=CC=1)=O)[C@@H:9]([OH:38])[CH2:10][C@@H:11]([NH:25][C:26](=[O:37])[C@H:27]([C:33]([CH3:36])([CH3:35])[CH3:34])[NH:28][C:29]([O:31][CH3:32])=[O:30])[CH2:12][C:13]1[CH:18]=[CH:17][C:16]([C:19]2[CH:24]=[CH:23][CH:22]=[CH:21][N:20]=2)=[CH:15][CH:14]=1)[C:2]1[CH:7]=[CH:6][CH:5]=[CH:4][CH:3]=1.Cl.[H][H]>C(OCC)(=O)C.CO.O1CCOCC1.[Pd]>[CH2:1]([C@H:8]([NH:39][C:40](=[O:57])[C@H:41]([CH2:53][CH:54]([CH3:55])[CH3:56])[NH2:42])[C@@H:9]([OH:38])[CH2:10][C@@H:11]([NH:25][C:26](=[O:37])[C@H:27]([C:33]([CH3:36])([CH3:35])[CH3:34])[NH:28][C:29]([O:31][CH3:32])=[O:30])[CH2:12][C:13]1[CH:18]=[CH:17][C:16]([C:19]2[CH:24]=[CH:23][CH:22]=[CH:21][N:20]=2)=[CH:15][CH:14]=1)[C:2]1[CH:7]=[CH:6][CH:5]=[CH:4][CH:3]=1. Reported procedure: A solution of Example 167A (40 mg, 0.051 mmol) in ethyl acetate (0.25 mL) and methanol (0.25 mL) was treated with 1N HCl in dioxane, a hydrogen balloon, and 10% Pd/C (11 mg, 0.01 mmol) at 25° C. for 16h. The mixture was filtered, rinsed with methanol, and the solvents were evaporated to give the title compound (33 mg, 100%). The reactants are Br (hydrogen bromide), [I-].[K+] (potassium iodide), hydrobromide salt, FC1=CC=C(C=C1)C(=C1CCNCC1)C1=CC=C(C=C1)F (4-[bis(4-fluorophenyl)methylene]piperidine), ClCCCOC1=CC=C(C=C1)C(OC(=O)C1=CC=CC=C1)C (1-[4-(3-chloropropoxy)-phenyl]carbethoxybenzene), C([O-])([O-])=O.[Na+].[Na+] (sodium carbonate). Solvent: C(C)(=O)O (acetic acid), C(CCC)O (1-butanol). Yields the product Br.C(C)OC(C1=CC=C(C=C1)OCCCN1CCC(CC1)=C(C1=CC=C(C=C1)F)C1=CC=C(C=C1)F)=O (4-[3-[4-[Bis(4-fluorophenyl)methylene]-1-piperidinyl]propoxy]benzoic acid ethyl ester hydrobromide). The yield is 59.5%. As a reaction SMILES: [F:1][C:2]1[CH:7]=[CH:6][C:5]([C:8]([C:15]2[CH:20]=[CH:19][C:18]([F:21])=[CH:17][CH:16]=2)=[C:9]2[CH2:14][CH2:13][NH:12][CH2:11][CH2:10]2)=[CH:4][CH:3]=1.Cl[CH2:23][CH2:24][CH2:25][O:26][C:27]1[CH:32]=[CH:31][C:30]([CH:33](C)[O:34][C:35]([C:37]2C=CC=CC=2)=O)=[CH:29][CH:28]=1.C(=O)([O-])[O-:45].[Na+].[Na+].[I-].[K+].[BrH:52]>C(O)CCC.C(O)(=O)C>[BrH:52].[CH2:35]([O:34][C:33](=[O:45])[C:30]1[CH:31]=[CH:32][C:27]([O:26][CH2:25][CH2:24][CH2:23][N:12]2[CH2:13][CH2:14][C:9](=[C:8]([C:5]3[CH:6]=[CH:7][C:2]([F:1])=[CH:3][CH:4]=3)[C:15]3[CH:16]=[CH:17][C:18]([F:21])=[CH:19][CH:20]=3)[CH2:10][CH2:11]2)=[CH:28][CH:29]=1)[CH3:37] |f:2.3.4,5.6,10.11|. Procedure: A mixture of 6.09 g (0.021 mole) of 4-[bis(4-fluorophenyl)methylene]piperidine, 5.20 g (0.02 mole) of 1-[4-(3-chloropropoxy)-phenyl]carbethoxybenzene and sodium carbonate 4.30 g (0.04 mole) in 230 ml of 1-butanol containing potassium iodide (0.3 g) was heated overnight at gentle reflux. The reaction mixture was stripped to dryness and partitioned between chloroform water and chloroform-5% sodium hydroxide. Removal of chloroform gave an oil. The oil was converted to the hydrobromide salt using hy... The reactants are COC1=C2CCC(C(C2=CC=C1)=O)=COC (5-methoxy-2-methoxymethylene-1-tetralone), S(=O)(=O)(O)O.CSC(N)=N (2-methyl-2-thiopseudourea sulfate), C([O-])([O-])=O.[K+].[K+] (potassium carbonate). Run in O1CCCC1 (tetrahydrofuran). The product is COC1=CC=CC2=C1CCC=1C=NC(=NC21)SC (7-methoxy-2-methylthio-5,6-dihydrobenzo[h]quinazoline). Isolated yield 72.5%. As a reaction SMILES: [CH3:1][O:2][C:3]1[CH:12]=[CH:11][CH:10]=[C:9]2[C:4]=1[CH2:5][CH2:6][C:7](=[CH:14]OC)[C:8]2=O.S(O)(O)(=O)=O.[CH3:22][S:23][C:24](=[NH:26])[NH2:25].C(=O)([O-])[O-].[K+].[K+]>O1CCCC1>[CH3:1][O:2][C:3]1[C:4]2[CH2:5][CH2:6][C:7]3[CH:14]=[N:25][C:24]([S:23][CH3:22])=[N:26][C:8]=3[C:9]=2[CH:10]=[CH:11][CH:12]=1 |f:1.2,3.4.5|. Procedure: To a solution of 5-methoxy-2-methoxymethylene-1-tetralone (9.78 g) in tetrahydrofuran (200 ml) was added 2-methyl-2-thiopseudourea sulfate (8.34 g), followed by potassium carbonate (9.7 g), and the mixture was refluxed overnight. Solvent was then removed under reduced pressure, the residue stirred with diethyl ether, and filtered. Concentration of the filtrate gave a brown solid, which upon crystallization from ethanol gave 7-methoxy-2-methylthio-5,6-dihydrobenzo[h]quinazoline (8.3 g) as a light... Starting materials: BrCC(=O)O (bromoacetic acid), [OH-].[Na+] (Sodium hydroxide), C(C)(=O)NC=1SC(=C(N1)C)C1=CC=C(C=C1)S(=O)(=O)Cl (4-(2-Acetylamino-methyl-thiazol-5-yl)-benzenesulfonyl chloride), S(=O)([O-])[O-].[Na+].[Na+] (sodium sulfite), C(O)([O-])=O.[Na+] (sodium hydrogen carbonate). The solvent is O (water), O (water), O1CCOCC1 (dioxane), O (water). Reaction conditions: temperature 90 celsius, time 1 hour. Yields the product CS(=O)(=O)C1=CC=C(C=C1)C1=C(N=C(S1)N)C (5-(4-Methanesulfonyl-phenyl)-4-methyl-thiazol-2-ylamine). As a reaction SMILES: C([NH:4][C:5]1[S:6][C:7]([C:11]2[CH:16]=[CH:15][C:14]([S:17](Cl)(=[O:19])=[O:18])=[CH:13][CH:12]=2)=[C:8]([CH3:10])[N:9]=1)(=O)C.S([O-])([O-])=O.[Na+].[Na+].[C:27](=O)([O-])O.[Na+].BrCC(O)=O.[OH-].[Na+]>O1CCOCC1.O>[CH3:27][S:17]([C:14]1[CH:15]=[CH:16][C:11]([C:7]2[S:6][C:5]([NH2:4])=[N:9][C:8]=2[CH3:10])=[CH:12][CH:13]=1)(=[O:19])=[O:18] |f:1.2.3,4.5,7.8|. Reported procedure: 4-(2-Acetylamino-methyl-thiazol-5-yl)-benzenesulfonyl chloride (AE2) (0.5 g, 1.5 mmol) in dioxane (2 ml) is added dropwise to a stirred solution of sodium sulfite (0.378 g, 3.0 mmol) and sodium hydrogen carbonate (0.252 g, 3.0 mmol) in water at 75° C. After 1 hour at 75° C., bromoacetic acid (0.417 g, 3.0 mmol) is added and heating continued for 1 hour at 100° C. Sodium hydroxide (0.24 g, 6.0 mmol) in water (0.25 ml) is then added and the mixture is heated with stirring at 90° C. for 16 hours. T... Solvent: ClCCl (dichloromethane), ClCCl (dichloromethane). RXN SMILES: [N:1]([N:3]1[CH2:11][CH2:10][CH2:9][CH2:8][CH:4]1[C:5]([OH:7])=[O:6])=O.FC(F)(F)C(O)=O>ClCCl>[NH:1]1[N:3]2[CH2:11][CH2:10][CH2:9][CH2:8][CH:4]2[C:5](=[O:7])[O:6]1. The reactants are N(=O)N1C(C(=O)O)CCCC1 (N-Nitrosopipecolinic acid), FC(C(=O)O)(F)F (trifluoroacetic acid). Yields the product N1OC(C2N1CCCC2)=O (4,5,6,7-Tetrahydropyridino-(1,2-c)(1,2,3)oxadiazolone). Yield: 76.0%. Reported procedure: N-Nitrosopipecolinic acid (prepared by the method of W. Lijinsky, L. Keefer and J. Loo Tetrahedron 1970, 26, 5137) (1.82 g, 11.5 mM) in dichloromethane (15 ml) was cooled in ice and treated dropwise with trifluoroacetic acid (1.62 ml, 11.5 mM). The mixture was stirred with cooling for 6 h then diluted with further dichloromethane. and washed with saturated aqueous sodium hydrogen carbonate solution until the washings were neutral. The organic phase was dried (MgSO4) and evaporated to give the ti... Starting materials: C(C1=CC=CC=C1)N1CCN(CC1)C(C1=CC(=C(C(=C1)C(C)(C)C)O)C(C)(C)C)=O (1-benzyl-4-(3,5-di-t-butyl-4-hydroxy-benzoyl)piperazine). Reagents/catalysts: [Pd] (palladium/carbon). Product: C(C)(C)(C)C=1C=C(C(=O)N2CCNCC2)C=C(C1O)C(C)(C)C (1-(3,5-di-t-butyl-4-hydroxybenzoyl)-piperazine), product. Isolated yield 38.0%. RXN SMILES: C([N:8]1[CH2:13][CH2:12][N:11]([C:14](=[O:30])[C:15]2[CH:20]=[C:19]([C:21]([CH3:24])([CH3:23])[CH3:22])[C:18]([OH:25])=[C:17]([C:26]([CH3:29])([CH3:28])[CH3:27])[CH:16]=2)[CH2:10][CH2:9]1)C1C=CC=CC=1>[Pd]>[C:26]([C:17]1[CH:16]=[C:15]([CH:20]=[C:19]([C:21]([CH3:24])([CH3:23])[CH3:22])[C:18]=1[OH:25])[C:14]([N:11]1[CH2:10][CH2:9][NH:8][CH2:13][CH2:12]1)=[O:30])([CH3:29])([CH3:28])[CH3:27]. Procedure: In tetrahydrofuan (100 mL) was dissolved the compound (5.08 g, 12.4 mmol.) obtained in (1) above. To this solution was added 10% palladium/carbon (600 mg), and the resulting mixture was stirred under hydrogen atmosphere. The reaction mixture was filtered over Celite, and the filtrate was concentrated under reduced pressure. The residue was purified by silica gel column chromatography (chloroform/methanol=30/1), to give the desired compound as a white crystalline product (1.50 g, yield: 38%). Starting materials: FC=1C(=NC=CC1)C=1N(C=CN1)CC1=C(C=2N(C=N1)N=C(N2)O)CCC (7-[2-(3-fluoro-pyridin-2-yl)-imidazol-1-ylmethyl]-8-propyl-[1,2,4]triazolo[1,5-c]pyrimidin-2-ol), C([O-])([O-])=O.[K+].[K+] (potassium carbonate), IC(C)C (2-iodopropane), O (water). Run in CN(C)C=O (DMF). Run at temperature 60 celsius, time 8 hour. Product: FC=1C(=NC=CC1)C=1N(C=CN1)CC1=C(C=2N(C=N1)N=C(N2)OC(C)C)CCC (7-[2-(3-fluoro-pyridin-2-yl)-imidazol-1-ylmethyl]-2-isopropoxy-8-propyl-[1,2,4]-triazolo[1,5-c]pyrimidine). As a reaction SMILES: [F:1][C:2]1[C:3]([C:8]2[N:9]([CH2:13][C:14]3[N:19]=[CH:18][N:17]4[N:20]=[C:21]([OH:23])[N:22]=[C:16]4[C:15]=3[CH2:24][CH2:25][CH3:26])[CH:10]=[CH:11][N:12]=2)=[N:4][CH:5]=[CH:6][CH:7]=1.C(=O)([O-])[O-].[K+].[K+].I[CH:34]([CH3:36])[CH3:35].O>CN(C=O)C>[F:1][C:2]1[C:3]([C:8]2[N:9]([CH2:13][C:14]3[N:19]=[CH:18][N:17]4[N:20]=[C:21]([O:23][CH:34]([CH3:36])[CH3:35])[N:22]=[C:16]4[C:15]=3[CH2:24][CH2:25][CH3:26])[CH:10]=[CH:11][N:12]=2)=[N:4][CH:5]=[CH:6][CH:7]=1 |f:1.2.3|. Procedure details: To the solution of compound 177 in DMF (10 mL) is added anhydrous potassium carbonate (2 eq.) and 2-iodopropane (2 eq.). The resulting mixture is stirred at 60° C. overnight. On cooling the reaction mixture is poured into water (50 mL) and the mixture extracted with dichloromethane, dried over sodium sulfate. The organic solution is concentrated and purified with PTLC to give product 176 as sticky oil. LCMS (M+1) 396.3. Reactants: O=Cc1cccc(C(=O)O)c1, CCO, NNc1cc(N2CCOCC2)n2nc(-c3ccccc3)cc2n1, O=C(O)C(F)(F)F. The product is O=C(O)c1cccc(C=NNc2cc(N3CCOCC3)n3nc(-c4ccccc4)cc3n2)c1. Reaction SMILES: [C:31](=[O:32])([OH:33])[c:34]1[cH:35][c:36]([CH:37]=[O:38])[cH:39][cH:40][cH:41]1.[CH3:42][CH2:43][OH:44].[O:8]1[CH2:9][CH2:10][N:11]([c:14]2[cH:15][c:16]([NH:29][NH2:30])[n:17][c:18]3[n:19]2[n:20][c:21](-[c:23]2[cH:24][cH:25][cH:26][cH:27][cH:28]2)[cH:22]3)[CH2:12][CH2:13]1.[OH:1][C:2]([C:3]([F:4])([F:5])[F:6])=[O:7]>>[O:8]1[CH2:9][CH2:10][N:11]([c:14]2[cH:15][c:16]([NH:29][N:30]=[CH:37][c:36]3[cH:35][c:34]([C:31](=[O:32])[OH:33])[cH:41][cH:40][cH:39]3)[n:17][c:18]3[n:19]2[n:20][c:21](-[c:23]2[cH:24][cH:25][cH:26][cH:27][cH:28]2)[cH:22]3)[CH2:12][CH2:13]1. Reactants: O[C@H]1C[C@@H]2CC[C@H]3[C@@H]4CC[C@H](C(COC)=O)[C@]4(CC([C@@H]3[C@]2(CC1)C)=O)C (3α-Hydroxy-21-methoxy-5α-pregnane-11,20-dione), C1(=CC=C(C=C1)S(=O)(=O)Cl)C (toluene p-sulphonyl chloride). Run in N1=CC=CC=C1 (pyridine). The product is COCC([C@H]1CC[C@H]2[C@@H]3CC[C@H]4C[C@@H](CC[C@]4(C)[C@H]3C(C[C@]12C)=O)OS(=O)(=O)C1=CC=C(C=C1)C)=O (21-methoxy-3α-(p-toluene sulphonyloxy)-5α-pregnane-11,20-dione). The yield is 72.5%. Reaction SMILES: [OH:1][C@@H:2]1[CH2:23][CH2:22][C@@:21]2([CH3:24])[C@@H:4]([CH2:5][CH2:6][C@@H:7]3[C@@H:20]2[C:19](=[O:25])[CH2:18][C@@:17]2([CH3:26])[C@H:8]3[CH2:9][CH2:10][C@@H:11]2[C:12](=[O:16])[CH2:13][O:14][CH3:15])[CH2:3]1.[C:27]1([CH3:37])[CH:32]=[CH:31][C:30]([S:33](Cl)(=[O:35])=[O:34])=[CH:29][CH:28]=1>N1C=CC=CC=1>[CH3:15][O:14][CH2:13][C:12](=[O:16])[C@@H:11]1[C@:17]2([CH3:26])[C@H:8]([C@H:7]3[C@H:20]([C:19](=[O:25])[CH2:18]2)[C@:21]2([CH3:24])[C@H:4]([CH2:3][C@H:2]([O:1][S:33]([C:30]4[CH:31]=[CH:32][C:27]([CH3:37])=[CH:28][CH:29]=4)(=[O:35])=[O:34])[CH2:23][CH2:22]2)[CH2:5][CH2:6]3)[CH2:9][CH2:10]1. Procedure details: 3α-Hydroxy-21-methoxy-5α-pregnane-11,20-dione (1.5 g.) in dry pyridine (7.5 ml.) was treated with toluene p-sulphonyl chloride (1.5 g.) at room temperature overnight. The reaction mixture was then partitioned between 2N-hydrochloric acid and chloroform, washed with water, dried (Na2SO4) and evaporated to give 21-methoxy-3α-(p-toluene sulphonyloxy)-5α-pregnane-11,20-dione (1.55 g.) as a foam.